From a dataset of the Open Reaction Database (ORD), a public repository of structured organic reaction records. describe an organic reaction: reactants, conditions, products, and yield Product: Clc1ccc(N2CCCNCC2)cn1. As a reaction SMILES: [Cl:1][c:2]1[cH:3][cH:4][c:5]([N:8]2[CH2:9][CH2:10][N:11]([C:15]([O:16][C:17]([CH3:18])([CH3:19])[CH3:20])=[O:21])[CH2:12][CH2:13][CH2:14]2)[cH:6][n:7]1.[Cl:29][CH2:30][Cl:31].[F:22][C:23]([F:24])([F:25])[C:26]([OH:27])=[O:28]>>[Cl:1][c:2]1[cH:3][cH:4][c:5]([N:8]2[CH2:9][CH2:10][NH:11][CH2:12][CH2:13][CH2:14]2)[cH:6][n:7]1. The reactants are CC(C)(C)OC(=O)N1CCCN(c2ccc(Cl)nc2)CC1, ClCCl, O=C(O)C(F)(F)F. Product: C(C)(C)(C)OC(=O)N1C[C@H](CC1)CNC(=O)C1=CC2=C(S1)C=CC(=C2)Cl ((R)-3-{[(5-chloro-benzo[b]thiophene-2-carbonyl)-amino]-methyl}-pyrrolidine-1-carboxylic acid tert-butyl ester). Reported procedure: 66.1 Using general procedure E, (R)-3-aminomethyl-1-N-tert-butoxycarbonyl-pyrrolidine was coupled with 5-chloro-benzo[b]thiophene-2-carboxylic acid to give (R)-3-{[(5-chloro-benzo[b]thiophene-2-carbonyl)-amino]-methyl}-pyrrolidine-1-carboxylic acid tert-butyl ester. White solid. MS 392.9 ([M−H]−) As a reaction SMILES: [NH2:1][CH2:2][C@H:3]1[CH2:7][CH2:6][N:5]([C:8]([O:10][C:11]([CH3:14])([CH3:13])[CH3:12])=[O:9])[CH2:4]1.[Cl:15][C:16]1[CH:27]=[CH:26][C:19]2[S:20][C:21]([C:23](O)=[O:24])=[CH:22][C:18]=2[CH:17]=1>>[C:11]([O:10][C:8]([N:5]1[CH2:6][CH2:7][C@H:3]([CH2:2][NH:1][C:23]([C:21]2[S:20][C:19]3[CH:26]=[CH:27][C:16]([Cl:15])=[CH:17][C:18]=3[CH:22]=2)=[O:24])[CH2:4]1)=[O:9])([CH3:14])([CH3:13])[CH3:12]. The reactants are NC[C@@H]1CN(CC1)C(=O)OC(C)(C)C ((R)-3-aminomethyl-1-N-tert-butoxycarbonyl-pyrrolidine), ClC1=CC2=C(SC(=C2)C(=O)O)C=C1 (5-chloro-benzo[b]thiophene-2-carboxylic acid). The reactants are COC(=O)C=1C(=C2C=C(C(N(C2=C(N1)C1=CN=NC=C1)CC1=CC=CC=C1)=O)C1=CC=CC=C1)O (1-benzyl-5-hydroxy-2-oxo-3-phenyl-8-pyridazin-4-yl-1,2-dihydro-[1,7]naphthyridine-6-carboxylic acid methyl ester), NCCC(=O)O (β-alanine), C[O-].[Na+] (NaOMe). Solvent: C(=O)(O)[O-].[Na+] (NaHCO3). Product: C(C1=CC=CC=C1)N1C(C(=CC2=C(C(=NC(=C12)C1=CN=NC=C1)C(=O)NCCC(=O)O)O)C1=CC=CC=C1)=O (3-[(1-Benzyl-5-hydroxy-2-oxo-3-phenyl-8-pyridazin-4-yl-1,2-dihydro-[1,7]naphthyridine-6-carbonyl)-amino]-propionic acid). The yield is 44.2%. RXN SMILES: CO[C:3]([C:5]1[C:6]([OH:35])=[C:7]2[C:12](=[C:13]([C:15]3[CH:20]=[CH:19][N:18]=[N:17][CH:16]=3)[N:14]=1)[N:11]([CH2:21][C:22]1[CH:27]=[CH:26][CH:25]=[CH:24][CH:23]=1)[C:10](=[O:28])[C:9]([C:29]1[CH:34]=[CH:33][CH:32]=[CH:31][CH:30]=1)=[CH:8]2)=[O:4].[NH2:36][CH2:37][CH2:38][C:39]([OH:41])=[O:40].C[O-].[Na+]>C([O-])(O)=O.[Na+]>[CH2:21]([N:11]1[C:12]2[C:7](=[C:6]([OH:35])[C:5]([C:3]([NH:36][CH2:37][CH2:38][C:39]([OH:41])=[O:40])=[O:4])=[N:14][C:13]=2[C:15]2[CH:20]=[CH:19][N:18]=[N:17][CH:16]=2)[CH:8]=[C:9]([C:29]2[CH:34]=[CH:33][CH:32]=[CH:31][CH:30]=2)[C:10]1=[O:28])[C:22]1[CH:27]=[CH:26][CH:25]=[CH:24][CH:23]=1 |f:2.3,4.5|. Procedure: A mixture of 1-benzyl-5-hydroxy-2-oxo-3-phenyl-8-pyridazin-4-yl-1,2-dihydro-[1,7]naphthyridine-6-carboxylic acid methyl ester (30 mg, 0.065 mmol), β-alanine (576 mg, 6.5 mmol) and NaOMe solution (10 mL, 5.2 mmol, 0.5 M in MeOH) was refluxed for 16 h. After the mixture was cooled to r.t., the solvent was evaporated in vacuo. The residue was partitioned between EtOAc and water. 1 M HCl was added with vigorous stirring until pH was about 3-4. The aqueous layer was extracted with additional EtOAc, a... Starting materials: CN1N=NN=C1SCC1(S[C@H]2N(C1C(=O)OCC(Cl)(Cl)Cl)C(C2NC(=O)C=2C(=NOC2C)C2=C(C=CC=C2)Cl)=O)C (2,2,2-Trichloroethyl 2-(1-methyl-1H-tetrazol-5-yl)thiomethyl-2-methyl-6-[3-(2-chlorophenyl)-5-methylisoxazole-4-carboxamido]penam-3-carboxylate), C(C)(=O)O (acetic acid). The reagents and catalysts are [Zn] (zinc), [Zn] (zinc). Solvent: CN(C=O)C (dimethylformamide). Conditions: temperature -15 celsius, time 2 hour. Product: CN1N=NN=C1SCC1(S[C@H]2N(C1C(=O)O)C(C2NC(=O)C=2C(=NOC2C)C2=C(C=CC=C2)Cl)=O)C.C(C2=CC=CC=C2)NCCNCC2=CC=CC=C2 (N,N'-dibenzylethylenediamine 2-(1-methyl-1H-tetrazol-5-yl)thiomethyl-2-methyl-6-[3-(2-chlorophenyl)-5-methylisoxazole-4-carboxamido]penam-3-carboxylate). As a reaction SMILES: [CH3:1][N:2]1[C:6]([S:7][CH2:8][C:9]2([CH3:41])[CH:13]([C:14]([O:16]CC(Cl)(Cl)Cl)=[O:15])[N:12]3[C:22](=[O:40])[CH:23]([NH:24][C:25]([C:27]4[C:28]([C:33]5[CH:38]=[CH:37][CH:36]=[CH:35][C:34]=5[Cl:39])=[N:29][O:30][C:31]=4[CH3:32])=[O:26])[C@H:11]3[S:10]2)=[N:5][N:4]=[N:3]1.[C:42](O)(=O)[CH3:43]>CN(C)C=O.[Zn]>[CH3:1][N:2]1[C:6]([S:7][CH2:8][C:9]2([CH3:41])[CH:13]([C:14]([OH:16])=[O:15])[N:12]3[C:22](=[O:40])[CH:23]([NH:24][C:25]([C:27]4[C:28]([C:33]5[CH:38]=[CH:37][CH:36]=[CH:35][C:34]=5[Cl:39])=[N:29][O:30][C:31]=4[CH3:32])=[O:26])[C@H:11]3[S:10]2)=[N:5][N:4]=[N:3]1.[CH2:28]([NH:29][CH2:42][CH2:43][NH:29][CH2:28][C:33]1[CH:34]=[CH:35][CH:36]=[CH:37][CH:38]=1)[C:33]1[CH:38]=[CH:37][CH:36]=[CH:35][CH:34]=1 |f:4.5|. Procedure details: 2,2,2-Trichloroethyl 2-(1-methyl-1H-tetrazol-5-yl)thiomethyl-2-methyl-6-[3-(2-chlorophenyl)-5-methylisoxazole-4-carboxamido]penam-3-carboxylate (0.67 g) was dissolved in dimethylformamide (5 ml). To this solution were added acetic acid (0.8 ml) and zinc powder (0.7 g) under cooling at -15° C. and the mixture was stirred for 2 hours at the same temperature. After the reaction, zinc powder was filtered off and the filtrate was poured into 5% hydrochloric acid (20 ml) and then extracted with ethyl ...